Dataset: the Open Reaction Database (ORD), a public repository of structured organic reaction records. Task: describe an organic reaction: reactants, conditions, products, and yield The reactants are O=C([O-])O, O=C(NC12CCC(C(=O)O)(CC1)CC2)OCc1ccccc1, CCI, CN(C)C=O, [Na+]. The product is CCOC(=O)C12CCC(NC(=O)OCc3ccccc3)(CC1)CC2. As a reaction SMILES: [C:23](=[O:24])([OH:25])[O-:26].[CH2:1]([c:2]1[cH:3][cH:4][cH:5][cH:6][cH:7]1)[O:8][C:9](=[O:10])[NH:11][C:12]12[CH2:13][CH2:14][C:15]([C:20](=[O:21])[OH:22])([CH2:16][CH2:17]1)[CH2:18][CH2:19]2.[CH2:28]([CH3:29])[I:30].[CH3:31][N:32]([CH3:33])[CH:34]=[O:35].[Na+:27]>>[CH2:1]([c:2]1[cH:3][cH:4][cH:5][cH:6][cH:7]1)[O:8][C:9](=[O:10])[NH:11][C:12]12[CH2:13][CH2:14][C:15]([C:20](=[O:21])[O:22][CH2:28][CH3:29])([CH2:16][CH2:17]1)[CH2:18][CH2:19]2. Reactants: ClCC1=C(C(=O)Cl)C=CC=C1 (o-(chloromethyl)benzoic acid chloride), ClCCO (2-chloroethanol), ClCCO (2-chloroethanol). Reaction conditions: time 10 hour. Yields the product ClCCOC(C1=C(C=CC=C1)CCl)=O (o-(chloromethyl)benzoic Acid 2-chloroethyl Ester). Yield: 94.0%. RXN SMILES: [Cl:1][CH2:2][C:3]1[CH:11]=[CH:10][CH:9]=[CH:8][C:4]=1[C:5](Cl)=[O:6].[Cl:12][CH2:13][CH2:14][OH:15]>>[Cl:12][CH2:13][CH2:14][O:15][C:5](=[O:6])[C:4]1[CH:8]=[CH:9][CH:10]=[CH:11][C:3]=1[CH2:2][Cl:1]. Reported procedure: 180 g of o-(chloromethyl)benzoic acid chloride was placed in a double-neck 500 ml flask equipped with a cooler, thermometer and dropping funnel. 50 ml of 2-chloroethanol was added dropwisely, while maintaining the internal temperature of reactor at 40˜50° C. After all amounts of 2-chloroethanol were infused, the reacting solution was stirred for 10 hours, while maintaining the internal temperature of reactor at 40˜50° C. The residue was subjected to fractional distillation under reduced pressure...